Dataset: the Open Reaction Database (ORD), a public repository of structured organic reaction records. Task: describe an organic reaction: reactants, conditions, products, and yield Starting materials: FC1=CC=C(C=C1)C(CC(=O)OCC)CC (ethyl 3-(4-fluorophenyl)valerate), [OH-].[K+] (potassium hydroxide). Run in ClCCl (dichloromethane). Yields the product FC1=CC=C(C=C1)C(CC(=O)O)CC (3-(4-flurophenyl)valeric acid). Yield: 83.1%. As a reaction SMILES: [F:1][C:2]1[CH:7]=[CH:6][C:5]([CH:8]([CH2:15][CH3:16])[CH2:9][C:10]([O:12]CC)=[O:11])=[CH:4][CH:3]=1.[OH-].[K+]>ClCCl>[F:1][C:2]1[CH:3]=[CH:4][C:5]([CH:8]([CH2:15][CH3:16])[CH2:9][C:10]([OH:12])=[O:11])=[CH:6][CH:7]=1 |f:1.2|. Procedure: This compound was prepared in an analogous manner to Example 18c with the replacement of 3-(4-fluorophenyl)butyrate with ethyl 3-(4-fluorophenyl)valerate (38.95 g 0.144 mol, containing 29% triethyl phosphoneacetate) and using an excess of 85% potassium hydroxide (18.05 g, 0.273 mol, Mallinckrodt). The dichloromethane layers were combined, washed with deionized water (50 ml) and concentrated by spin evaporation in vacuo. The residue was crystallized from hexanes to give 23.47 g (83%) of 3-(4-flur...